From a dataset of the Open Reaction Database (ORD), a public repository of structured organic reaction records. describe an organic reaction: reactants, conditions, products, and yield Reactants: [H-].[Al+3].[Li+].[H-].[H-].[H-] (lithium aluminum hydride), C(C)OC(CCSC=1C=C(C(=O)O)C=CC1)=O (3-(3-ethoxy-3-oxopropylthio)benzoic acid), Intermediate 15. Run in C1CCOC1 (THF), ice water, C1CCOC1 (THF). Yields the product OCC=1C=C(C=CC1)SCCCO (3-(3-(Hydroxymethyl)phenylthio)propan-1-ol). RXN SMILES: [H-].[Al+3].[Li+].[H-].[H-].[H-].C([O:9][C:10](=O)[CH2:11][CH2:12][S:13][C:14]1[CH:15]=[C:16]([CH:20]=[CH:21][CH:22]=1)[C:17](O)=[O:18])C>C1COCC1>[OH:18][CH2:17][C:16]1[CH:15]=[C:14]([S:13][CH2:12][CH2:11][CH2:10][OH:9])[CH:22]=[CH:21][CH:20]=1 |f:0.1.2.3.4.5|. Procedure details: A solution of lithium aluminum hydride (2M in THF, 2.2 mL) was added portionwise over 5 minutes to a solution of 3-(3-ethoxy-3-oxopropylthio)benzoic acid [Aromatic Intermediate 15, step a] (1.0 g) in THF (20 mL), pre-cooled in ice-water. After ½ the addition the mixture formed a thick precipitate and was diluted with more THF (15 mL) to maintain stirring. The mixture was removed from the cooling bath and stirred at room temperature for 3.5 hours. The mixture was cooled back down in ice-water and...